From a dataset of the Open Reaction Database (ORD), a public repository of structured organic reaction records. describe an organic reaction: reactants, conditions, products, and yield Reactants: FC1=C2C(C=C(OC2=C(C=C1F)C=O)C)=O (5,6-difluoro-2-methyl-4-oxo-4H-chromene-8-carbaldehyde), C(#N)C=C(C)[O-].[Na+] (sodium 1-cyanoprop-1-en-2-olate), N\C(=C/C(=O)OCCC)\C (propyl 3-aminocrotonate), C(C)(=O)O (acetic acid). Run in CC(C)O (2-propanol). Product: C(#N)C=1C(C(=C(NC1C)C)C(=O)OCCC)C=1C=C(C(=C2C(C=C(OC12)C)=O)F)F (Propyl 5-cyano-4-(5,6-difluoro-2-methyl-4-oxo-4H-chromen-8-yl)-2,6-dimethyl-1,4-dihydropyridine-3-carboxylate). As a reaction SMILES: [F:1][C:2]1[C:11]([F:12])=[CH:10][C:9]([CH:13]=O)=[C:8]2[C:3]=1[C:4](=[O:16])[CH:5]=[C:6]([CH3:15])[O:7]2.[C:17]([CH:19]=[C:20]([O-])[CH3:21])#[N:18].[Na+].[NH2:24]/[C:25](/[CH3:33])=[CH:26]\[C:27]([O:29][CH2:30][CH2:31][CH3:32])=[O:28].C(O)(=O)C>CC(O)C>[C:17]([C:19]1[CH:13]([C:9]2[CH:10]=[C:11]([F:12])[C:2]([F:1])=[C:3]3[C:8]=2[O:7][C:6]([CH3:15])=[CH:5][C:4]3=[O:16])[C:26]([C:27]([O:29][CH2:30][CH2:31][CH3:32])=[O:28])=[C:25]([CH3:33])[NH:24][C:20]=1[CH3:21])#[N:18] |f:1.2|. Procedure: A solution of 100 mg (0.45 mmol) of 5,6-difluoro-2-methyl-4-oxo-4H-chromene-8-carbaldehyde in 5 ml of 2-propanol is mixed with 46.9 mg (0.45 mmol) of sodium 1-cyanoprop-1-en-2-olate, 63.88 mg (0.45 mmol) of propyl 3-aminocrotonate and 0.04 ml (0.67 mmol) of acetic acid and stirred under reflux for 3 h. After cooling, the mixture is concentrated. The residue is taken up in dichloromethane and washed with water. The organic phase is dried over sodium sulfate and concentrated. The resulting residue... Reactants: ClCCl, CC(=O)OC(C)=O, O=C(O)c1ccccc1O, c1ccncc1. The product is CC(=O)Oc1ccccc1C(=O)O. Reaction SMILES: [CH2:24]([Cl:25])[Cl:26].[CH3:17][C:18](=[O:19])[O:20][C:21](=[O:22])[CH3:23].[OH:7][C:8](=[O:9])[c:10]1[cH:11][cH:12][cH:13][cH:14][c:15]1[OH:16].[cH:1]1[cH:2][cH:3][n:4][cH:5][cH:6]1>>[OH:7][C:8](=[O:9])[c:10]1[cH:11][cH:12][cH:13][cH:14][c:15]1[O:16][C:18]([CH3:17])=[O:19]. As a reaction SMILES: [CH3:1][N:2]1[CH2:7][CH:6]=[C:5]([C:8]2[C:16]3[C:11](=[N:12][CH:13]=[CH:14][CH:15]=3)[NH:10][CH:9]=2)[CH2:4][CH2:3]1.[CH3:17][O:18][C:19]1[CH:27]=[CH:26][C:22]([C:23](Cl)=[O:24])=[CH:21][CH:20]=1>>[CH3:17][O:18][C:19]1[CH:27]=[CH:26][C:22]([C:23]([N:10]2[C:11]3[C:16](=[CH:15][CH:14]=[CH:13][N:12]=3)[C:8]([C:5]3[CH2:4][CH2:3][N:2]([CH3:1])[CH2:7][CH:6]=3)=[CH:9]2)=[O:24])=[CH:21][CH:20]=1. Reported procedure: (16.4 mg, 41%); from 3-(1-methyl-1,2,3,6-tetrahydro-4-pyridinyl)-1H-7-azaindole (24.8 mg, 0.12 mmol) and 4-methoxybenzoyl chloride (35 μL, 0.24 mmol); HRMS-FAB+ for C21H21N3O2: calculated MH+:348.17120; found:348.16994. Starting materials: CN1CCC(=CC1)C1=CNC2=NC=CC=C12 (3-(1-methyl-1,2,3,6-tetrahydro-4-pyridinyl)-1H-7-azaindole), COC1=CC=C(C(=O)Cl)C=C1 (4-methoxybenzoyl chloride). Yields the product COC1=CC=C(C(=O)N2C=C(C3=CC=CN=C23)C=2CCN(CC2)C)C=C1 (1-(4-Methoxybenzoyl)-3-(1-methyl-1,2,3,6-tetrahydro-4-pyridinyl)-7-azaindole). Starting materials: C(C1=CC=CC=C1)OC1=C(C(=NC2=CC=CC=C12)CCl)C (4-(benzyloxy)-2-(chloromethyl)-3-methylquinoline), P(OCC)(OCC)OCC (triethyl phosphite). Conditions: temperature 150 celsius, time 6 hour. The product is C(C1=CC=CC=C1)OC1=C(C(=NC2=CC=CC=C12)CP(OCC)(OCC)=O)C (diethyl {[4-(benzyloxy)-3-methylquinolin-2-yl]methyl}phosphonate). The yield is 83.5%. As a reaction SMILES: [CH2:1]([O:8][C:9]1[C:18]2[C:13](=[CH:14][CH:15]=[CH:16][CH:17]=2)[N:12]=[C:11]([CH2:19]Cl)[C:10]=1[CH3:21])[C:2]1[CH:7]=[CH:6][CH:5]=[CH:4][CH:3]=1.[P:22]([O:29]CC)([O:26][CH2:27][CH3:28])[O:23][CH2:24][CH3:25]>>[CH2:1]([O:8][C:9]1[C:18]2[C:13](=[CH:14][CH:15]=[CH:16][CH:17]=2)[N:12]=[C:11]([CH2:19][P:22](=[O:29])([O:26][CH2:27][CH3:28])[O:23][CH2:24][CH3:25])[C:10]=1[CH3:21])[C:2]1[CH:7]=[CH:6][CH:5]=[CH:4][CH:3]=1. Procedure details: A mixture of 4-(benzyloxy)-2-(chloromethyl)-3-methylquinoline (1.00 g) and triethyl phosphite (3.84 g) was stirred at 150° C. for 6 hours. The reaction mixture was allowed to cool to room temperature, and then concentrated under reduced pressure. The residue was purified by silica gel column chromatography (eluent: chloroform/methanol=98/2) to obtain diethyl {[4-(benzyloxy)-3-methylquinolin-2-yl]methyl}phosphonate (1.12 g). Starting materials: CC(C)(C)OC(=O)NN, O=C([O-])O, ClCCCl, CCOC(C)=O, [Na+], CN(C)C=O, On1nnc2ccccc21, CC(C(=O)O)c1ccccc1. Yields the product CC(C(=O)NNC(=O)OC(C)(C)C)c1ccccc1. As a reaction SMILES: [C:12]([NH:13][NH2:14])(=[O:15])[O:16][C:17]([CH3:18])([CH3:19])[CH3:20].[C:31](=[O:32])([OH:33])[O-:34].[CH2:47]([Cl:48])[CH2:49][Cl:50].[CH3:41][CH2:42][O:43][C:44](=[O:45])[CH3:46].[Na+:35].[O:36]=[CH:37][N:38]([CH3:39])[CH3:40].[OH:21][n:22]1[c:23]2[c:24]([cH:25][cH:26][cH:27][cH:28]2)[n:29][n:30]1.[c:1]1([CH:7]([C:8](=[O:9])[OH:10])[CH3:11])[cH:2][cH:3][cH:4][cH:5][cH:6]1>>[c:1]1([CH:7]([C:8](=[O:10])[NH:14][NH:13][C:12](=[O:15])[O:16][C:17]([CH3:18])([CH3:19])[CH3:20])[CH3:11])[cH:2][cH:3][cH:4][cH:5][cH:6]1. Starting materials: CCCCN(CCCC)CCCOc1ccc(C(=O)OC)cc1, Cl. Yields the product CCCCN(CCCC)CCCOc1ccc(C(=O)O)cc1, Cl. As a reaction SMILES: [CH2:1]([CH2:2][CH2:3][CH3:4])[N:5]([CH2:6][CH2:7][CH2:8][O:9][c:10]1[cH:11][cH:12][c:13]([C:14](=[O:15])[O:16][CH3:17])[cH:18][cH:19]1)[CH2:20][CH2:21][CH2:22][CH3:23].[ClH:24]>>[CH2:1]([CH2:2][CH2:3][CH3:4])[N:5]([CH2:6][CH2:7][CH2:8][O:9][c:10]1[cH:11][cH:12][c:13]([C:14](=[O:15])[OH:16])[cH:18][cH:19]1)[CH2:20][CH2:21][CH2:22][CH3:23].[ClH:24].